From a dataset of the Open Reaction Database (ORD), a public repository of structured organic reaction records. describe an organic reaction: reactants, conditions, products, and yield The reactants are Intermediate 33, CN1C=NC=C1C(O)C1=NC=CC=C1 ((1-methyl-1H-imidazol-5-yl)(pyridin-2-yl)methanol), N1=CC(=CC=C1)C(O)C1=CC=C(C=C1)C(F)(F)F (pyridin-3-yl(4-(trifluoromethyl)phenyl)methanol), Intermediate 91. Yields the product N1=CC(=CC=C1)C(=O)C1=CC=C(C=C1)C(F)(F)F (Pyridin-3-yl(4-(trifluoromethyl)phenyl)methanone). As a reaction SMILES: [N:1]1[CH:6]=[CH:5][CH:4]=[C:3]([CH:7]([C:9]2[CH:14]=[CH:13][C:12]([C:15]([F:18])([F:17])[F:16])=[CH:11][CH:10]=2)[OH:8])[CH:2]=1.CN1C(C(C2C=CC=CN=2)O)=CN=C1>>[N:1]1[CH:6]=[CH:5][CH:4]=[C:3]([C:7]([C:9]2[CH:14]=[CH:13][C:12]([C:15]([F:16])([F:17])[F:18])=[CH:11][CH:10]=2)=[O:8])[CH:2]=1. Procedure details: The title compound was prepared analogously to the method in Intermediate 33: step b using pyridin-3-yl(4-(trifluoromethyl)phenyl)methanol (Intermediate 91: step a) in place of (1-methyl-1H-imidazol-5-yl)(pyridin-2-yl)methanol. Reactants: OC1=CC(N(C=C1)CCC1=CC=C(C=C1)CO)=O (4-hydroxy-1-[2-(4-hydroxymethyl-phenyl)-ethyl]-1H-pyridin-2-one), P(Br)(Br)Br (phosphorus tribromide), ice water. Solvent: C(Cl)Cl (DCM). Run at time 8 hour. Product: BrCC1=CC=C(C=C1)CCN1C(C=C(C=C1)O)=O (1-[2-(4-Bromomethyl-phenyl)-ethyl]-4-hydroxy-1H-pyridin-2-one). RXN SMILES: [OH:1][C:2]1[CH:7]=[CH:6][N:5]([CH2:8][CH2:9][C:10]2[CH:15]=[CH:14][C:13]([CH2:16]O)=[CH:12][CH:11]=2)[C:4](=[O:18])[CH:3]=1.P(Br)(Br)[Br:20]>C(Cl)Cl>[Br:20][CH2:16][C:13]1[CH:14]=[CH:15][C:10]([CH2:9][CH2:8][N:5]2[CH:6]=[CH:7][C:2]([OH:1])=[CH:3][C:4]2=[O:18])=[CH:11][CH:12]=1. Procedure details: To 2.45 g (10.0 mmol) 4-hydroxy-1-[2-(4-hydroxymethyl-phenyl)-ethyl]-1H-pyridin-2-one (preparation 2.b) in 25 mL DCM is added 470 μL (5.00 mmol) phosphorus tribromide at 0° C. The mixture is stirred overnight at RT and then poured into ice water. The precipitate is collected, washed with DCM and dried. Starting materials: NC1=C(C(=O)O)C=CC=C1O (2-amino-3-hydroxybenzoic acid), Cl (HCl), CO (CH3OH). The product is COC(C1=C(C(=CC=C1)O)N)=O (Methyl-2-amino-3-hydroxybenzoate). As a reaction SMILES: [NH2:1][C:2]1[C:10]([OH:11])=[CH:9][CH:8]=[CH:7][C:3]=1[C:4]([OH:6])=[O:5].Cl.[CH3:13]O>>[CH3:13][O:5][C:4](=[O:6])[C:3]1[CH:7]=[CH:8][CH:9]=[C:10]([OH:11])[C:2]=1[NH2:1]. Reported procedure: To a solution of 2 g (13.1 mmol) of 2-amino-3-hydroxybenzoic acid in 60 mL of CH3OH at 0° C. was bubbled HCl gas until the solution was saturated. The reaction was heated at reflux for 12 h. The reaction mixture was concentrated and dissolved in 30 mL of water. The solution was neutralized with sat'd NaHCO3 solution and extracted with EtOAc. The organic fractions were dried over MgSO4, filtered and the filtrate was concentrated to give 1.8 g of the title compound as a brown solid. Reactants: CCOc1cc(C(C)(C)C)ncc1C1=NC(C)(c2ccc(Cl)cc2)C(C)(c2ccc(Cl)cc2)N1C(=O)N1CC2C(C1)C2C(=O)O, COC1CCNC1. The product is CCOc1cc(C(C)(C)C)ncc1C1=NC(C)(c2ccc(Cl)cc2)C(C)(c2ccc(Cl)cc2)N1C(=O)N1CC2C(C1)C2C(=O)N1CCC(OC)C1. RXN SMILES: [C:1]([CH3:2])([CH3:3])([CH3:4])[c:5]1[cH:6][c:7]([O:43][CH2:44][CH3:45])[c:8]([C:11]2=[N:15][C:14]([CH3:16])([c:17]3[cH:18][cH:19][c:20]([Cl:23])[cH:21][cH:22]3)[C:13]([CH3:24])([c:25]3[cH:26][cH:27][c:28]([Cl:31])[cH:29][cH:30]3)[N:12]2[C:32](=[O:33])[N:34]2[CH2:35][CH:36]3[CH:37]([C:40](=[O:41])[OH:42])[CH:38]3[CH2:39]2)[cH:9][n:10]1.[CH3:46][O:47][CH:48]1[CH2:49][NH:50][CH2:51][CH2:52]1>>[C:1]([CH3:2])([CH3:3])([CH3:4])[c:5]1[cH:6][c:7]([O:43][CH2:44][CH3:45])[c:8]([C:11]2=[N:15][C:14]([CH3:16])([c:17]3[cH:18][cH:19][c:20]([Cl:23])[cH:21][cH:22]3)[C:13]([CH3:24])([c:25]3[cH:26][cH:27][c:28]([Cl:31])[cH:29][cH:30]3)[N:12]2[C:32](=[O:33])[N:34]2[CH2:35][CH:36]3[CH:37]([C:40](=[O:41])[N:50]4[CH2:49][CH:48]([O:47][CH3:46])[CH2:52][CH2:51]4)[CH:38]3[CH2:39]2)[cH:9][n:10]1.